Dataset: the Open Reaction Database (ORD), a public repository of structured organic reaction records. Task: describe an organic reaction: reactants, conditions, products, and yield The reactants are CC(C)(C)OC(=O)NC(CO)c1ccc(I)cc1, COC(C)(C)OC, ClCCl, O, Cc1ccc(S(=O)(=O)O)cc1. The product is CC(C)(C)OC(=O)N1C(c2ccc(I)cc2)COC1(C)C. RXN SMILES: [C:1]([CH3:2])([CH3:3])([CH3:4])[O:5][C:6]([NH:7][CH:8]([CH2:9][OH:10])[c:11]1[cH:12][cH:13][c:14]([I:17])[cH:15][cH:16]1)=[O:18].[CH3:19][O:20][C:21]([CH3:22])([CH3:23])[O:24][CH3:25].[Cl:38][CH2:39][Cl:40].[OH2:26].[c:27]1([CH3:28])[cH:29][cH:30][c:31]([S:32]([OH:33])(=[O:34])=[O:35])[cH:36][cH:37]1>>[C:1]([CH3:2])([CH3:3])([CH3:4])[O:5][C:6]([N:7]1[CH:8]([c:11]2[cH:12][cH:13][c:14]([I:17])[cH:15][cH:16]2)[CH2:9][O:10][C:21]1([CH3:22])[CH3:23])=[O:18]. Reactants: ClC=1C=CC=C2C(N=C(NC12)C(F)(F)F)=O (8-Chloro-2-(trifluoromethyl)quinazolin-4(1H)-one), N1=CC(=CC2=CC=CC=C12)B(O)O (3-quinolineboronic acid), P(=O)([O-])([O-])[O-].[K+].[K+].[K+] (potassium phosphate). The reagents and catalysts are C=1C=CC(=CC1)/C=C/C(=O)/C=C/C2=CC=CC=C2.C=1C=CC(=CC1)/C=C/C(=O)/C=C/C2=CC=CC=C2.C=1C=CC(=CC1)/C=C/C(=O)/C=C/C2=CC=CC=C2.[Pd].[Pd] (Pd2dba3), CC(C)C1=CC(=C(C(=C1)C(C)C)C2=C(C=CC=C2)P(C3CCCCC3)C4CCCCC4)C(C)C (X-Phos). Solvent: C(CCC)O (butanol). Run at temperature 100 celsius, time 15 hour. The product is N1=CC(=CC2=CC=CC=C12)C=1C=CC=C2C(N=C(NC12)C(F)(F)F)=O (8-(quinolin-3-yl)-2-(trifluoromethyl)quinazolin-4(1H)-one). The yield is 62.6%. RXN SMILES: Cl[C:2]1[CH:3]=[CH:4][CH:5]=[C:6]2[C:11]=1[NH:10][C:9]([C:12]([F:15])([F:14])[F:13])=[N:8][C:7]2=[O:16].[N:17]1[C:26]2[C:21](=[CH:22][CH:23]=[CH:24][CH:25]=2)[CH:20]=[C:19](B(O)O)[CH:18]=1.P([O-])([O-])([O-])=O.[K+].[K+].[K+]>C(O)CCC.C1C=CC(/C=C/C(/C=C/C2C=CC=CC=2)=O)=CC=1.C1C=CC(/C=C/C(/C=C/C2C=CC=CC=2)=O)=CC=1.C1C=CC(/C=C/C(/C=C/C2C=CC=CC=2)=O)=CC=1.[Pd].[Pd].CC(C1C=C(C(C)C)C(C2C=CC=CC=2P(C2CCCCC2)C2CCCCC2)=C(C(C)C)C=1)C>[N:17]1[C:26]2[C:21](=[CH:22][CH:23]=[CH:24][CH:25]=2)[CH:20]=[C:19]([C:2]2[CH:3]=[CH:4][CH:5]=[C:6]3[C:11]=2[NH:10][C:9]([C:12]([F:15])([F:14])[F:13])=[N:8][C:7]3=[O:16])[CH:18]=1 |f:2.3.4.5,7.8.9.10.11|. Procedure: A suspension of compound (114a) (0.57 g), 3-quinolineboronic acid (0.45 g), Pd2dba3 (0.031 g), X-Phos (0.064 g), and potassium phosphate (1.4 g) in butanol was stirred at 100° C. for 15 hours in a nitrogen atmosphere. After cooling, the reaction solution was partitioned between ethyl acetate and water. The organic layer was washed with brine and then dried over anhydrous sodium sulfate. The solvent was distilled off, and the residue was then purified by neutral silica gel column chromatography (... The reactants are BrCC=1C=CC(=C(C(=O)OC)C1)[N+](=O)[O-] (Methyl 5-(bromomethyl)-2-nitrobenzoate), C([O-])([O-])=O.[K+].[K+] (potassium carbonate), N1CCCCC1 (piperidine). Solvent: CN(C)C=O (DMF). Product: [N+](=O)([O-])C1=C(C(=O)OC)C=C(C=C1)CN1CCCCC1 (methyl 2-nitro-5-(piperidin-1-ylmethyl)benzoate). As a reaction SMILES: Br[CH2:2][C:3]1[CH:4]=[CH:5][C:6]([N+:13]([O-:15])=[O:14])=[C:7]([CH:12]=1)[C:8]([O:10][CH3:11])=[O:9].C(=O)([O-])[O-].[K+].[K+].[NH:22]1[CH2:27][CH2:26][CH2:25][CH2:24][CH2:23]1>CN(C=O)C>[N+:13]([C:6]1[CH:5]=[CH:4][C:3]([CH2:2][N:22]2[CH2:27][CH2:26][CH2:25][CH2:24][CH2:23]2)=[CH:12][C:7]=1[C:8]([O:10][CH3:11])=[O:9])([O-:15])=[O:14] |f:1.2.3|. Procedure: Methyl 5-(bromomethyl)-2-nitrobenzoate was added to a DMF suspension of potassium carbonate and piperidine, followed by stirring at room temperature to obtain methyl 2-nitro-5-(piperidin-1-ylmethyl)benzoate (Dat, ES: 279). This compound was dissolved in acetic acid, iron powder was added thereto, followed by stirring at 60° C. to obtain methyl 2-amino-5-(piperidin-1-ylmethyl)benzoate (Dat, F: 249). Cyclohexanone and sodium triacetoxyborohydride were added to an acetic acid solution of this compo... Starting materials: Cl (hydrochloric acid), IC1=NNC2=CC(=CC=C12)[N+](=O)[O-] (3-iodo-6-nitroindazole), [Cu]C#N (copper (I) cyanide), CN(C=O)C (N,N-dimethylformamide), 10/1, C(#N)C1=NNC2=CC(=CC=C12)[N+](=O)[O-] (3-cyano-6-nitroindazole), [N+](=O)([O-])C1=CC=C2C=NNC2=C1 (6-nitroindazole), C(#N)C1=NNC2=CC(=CC=C12)[N+](=O)[O-] (3-cyano-6-nitroindazole), [N+](=O)([O-])C1=CC=C2C=NNC2=C1 (6-nitroindazole). Run in [OH-].[Na+] (sodium hydroxide). Reaction conditions: temperature 100 celsius. The product is [N+](=O)([O-])C1=CC=C2C(=NNC2=C1)C(=O)O (6-nitroindazole-3-carboxylic acid). RXN SMILES: I[C:2]1[C:10]2[C:5](=[CH:6][C:7]([N+:11]([O-:13])=[O:12])=[CH:8][CH:9]=2)[NH:4][N:3]=1.[Cu]C#N.C(C1C2C(=CC([N+]([O-])=O)=CC=2)NN=1)#N.[N+](C1C=C2C(C=NN2)=CC=1)([O-])=[O:32].Cl.CN(C)[CH:46]=[O:47]>[OH-].[Na+]>[N+:11]([C:7]1[CH:6]=[C:5]2[C:10]([C:2]([C:46]([OH:47])=[O:32])=[N:3][NH:4]2)=[CH:9][CH:8]=1)([O-:13])=[O:12] |f:6.7|. Reported procedure: A 5 mL microwave reaction vessel was charged with 3-iodo-6-nitroindazole (1 mmol), copper (I) cyanide (2 mmol) and N,N-dimethylformamide (3 mL). The vessel was sealed and subjected to microwave irradiation at 185° C. for 600 sec. The reaction mixture was partitioned between ethyl acetate (100 mL) and water (100 mL) and the mixture was filtered through Celite. The organic layer was collected, washed with brine, dried (magnesium sulfate), and concentrated to give 122 mg of a 10/1 mixture of 3-cyan... The reactants are BrC=1C=C(C=CC1)N1C2=C(C=3C=C(C=CC13)C)CN(CC2)C (5-(3-bromophenyl)-2,8-dimethyl-2,3,4,5-tetrahydro-1H-pyrido[4,3-b]indole), CC=1C=C(SC1)B1OC(C)(C)C(C)(C)O1 (4-methylthiophene-2-boronic acid pinacol ester), C(=O)([O-])[O-].[K+].[K+] (K2CO3). Reagents/catalysts: C=1C=CC(=CC1)[P](C=2C=CC=CC2)(C=3C=CC=CC3)[Pd]([P](C=4C=CC=CC4)(C=5C=CC=CC5)C=6C=CC=CC6)([P](C=7C=CC=CC7)(C=8C=CC=CC8)C=9C=CC=CC9)[P](C=1C=CC=CC1)(C=1C=CC=CC1)C=1C=CC=CC1 (Pd(PPh3)4). Run in COCCOC.O (DME water), CCOC(=O)C (EtOAc). Run at temperature 90 celsius, time 45 minute. Yields the product CN1CC2=C(N(C=3C=CC(=CC23)C)C2=CC(=CC=C2)C=2SC=C(C2)C)CC1 (2,8-dimethyl-5-(3-(4-methylthiophen-2-yl)phenyl)-2,3,4,5-tetrahydro-1H-pyrido[4,3-b]indole). RXN SMILES: Br[C:2]1[CH:3]=[C:4]([N:8]2[C:16]3[CH:15]=[CH:14][C:13]([CH3:17])=[CH:12][C:11]=3[C:10]3[CH2:18][N:19]([CH3:22])[CH2:20][CH2:21][C:9]2=3)[CH:5]=[CH:6][CH:7]=1.[CH3:23][C:24]1[CH:25]=[C:26](B2OC(C)(C)C(C)(C)O2)[S:27][CH:28]=1.C([O-])([O-])=O.[K+].[K+]>COCCOC.O.CCOC(C)=O.C1C=CC([P]([Pd]([P](C2C=CC=CC=2)(C2C=CC=CC=2)C2C=CC=CC=2)([P](C2C=CC=CC=2)(C2C=CC=CC=2)C2C=CC=CC=2)[P](C2C=CC=CC=2)(C2C=CC=CC=2)C2C=CC=CC=2)(C2C=CC=CC=2)C2C=CC=CC=2)=CC=1>[CH3:22][N:19]1[CH2:20][CH2:21][C:9]2[N:8]([C:4]3[CH:5]=[CH:6][CH:7]=[C:2]([C:26]4[S:27][CH:28]=[C:24]([CH3:23])[CH:25]=4)[CH:3]=3)[C:16]3[CH:15]=[CH:14][C:13]([CH3:17])=[CH:12][C:11]=3[C:10]=2[CH2:18]1 |f:2.3.4,5.6,^1:60,62,81,100|. Procedure: To a de-aerated solution of 5-(3-bromophenyl)-2,8-dimethyl-2,3,4,5-tetrahydro-1H-pyrido[4,3-b]indole (100 mg, 0.281 mmol), 4-methylthiophene-2-boronic acid pinacol ester (175 mg, 0.784 mmol) and K2CO3 (162 mg, 1.1 mmol) in DME-water (2:1) was added Pd(PPh3)4 (22 mg, 0.019 mmol). The reaction mixture was stirred at 90° C. for 45 min. The reaction mixture was concentrated under reduced pressure. The residue obtained was dissolved in EtOAc (50 mL) and washed with water (20 mL). The organic layer wa... Starting materials: C(C(C)C)C(=O)C (methyl isobutyl ketone), C(=C)OCCONC(=O)C1=C(N(C(C(=C1)C)=O)C)NC1=C(C=C(C=C1)I)F (2-(2-fluoro-4-iodophenylamino)-1,5-dimethyl-6-oxo-1,6-dihydro-pyridine-3-carboxylic acid (2-vinyloxy-ethoxy)-amide), Cl (hydrogen chloride), [OH-].[Na+] (Sodium hydroxide). Solvent: C(C)(=O)OCC (ethyl acetate), O1CCCC1 (tetrahydrofuran). Reaction conditions: temperature 50 celsius, time 8 hour. The product is FC1=C(C=CC(=C1)I)NC=1N(C(C(=CC1C(=O)NOCCO)C)=O)C (2-(2-fluoro-4-iodophenylamino)-N-(2-hydroxyethoxy)-1,5-dimethyl-6-oxo-1,6-dihydropyridine-3-carboxamide). Reaction SMILES: C([O:3][CH2:4][CH2:5][O:6][NH:7][C:8]([C:10]1[CH:15]=[C:14]([CH3:16])[C:13](=[O:17])[N:12]([CH3:18])[C:11]=1[NH:19][C:20]1[CH:25]=[CH:24][C:23]([I:26])=[CH:22][C:21]=1[F:27])=[O:9])=C.Cl.[OH-].[Na+].C(C(C)=O)C(C)C>O1CCCC1.C(OCC)(=O)C>[F:27][C:21]1[CH:22]=[C:23]([I:26])[CH:24]=[CH:25][C:20]=1[NH:19][C:11]1[N:12]([CH3:18])[C:13](=[O:17])[C:14]([CH3:16])=[CH:15][C:10]=1[C:8]([NH:7][O:6][CH2:5][CH2:4][OH:3])=[O:9] |f:2.3|. Procedure details: A mixture of 2-(2-fluoro-4-iodophenylamino)-1,5-dimethyl-6-oxo-1,6-dihydro-pyridine-3-carboxylic acid (2-vinyloxy-ethoxy)-amide (500 mg, 915 μmol) and hydrogen chloride (1 mL) in tetrahydrofuran (5 mL) was stirred overnight. Sodium hydroxide (1M, 2.00 mL) was then added, and after a further 10 minutes methyl isobutyl ketone (3 mL) and ethyl acetate (3 mL) were added to the mixture. The layers were separated and the organic solution was washed with 50% brine (4 mL), then evaporated (approximately... Starting materials: FC(C(=O)Cl)(F)F (trifluoroacetyl chloride), CSCCCCCNC1=C(C=NC2=CC=CC=C12)N (N4-[5-(methylthio)pentyl]quinoline-3,4-diamine). Solvent: C1(=CC=CC=C1)C (toluene), C1(=CC=CC=C1)C (toluene), N1=CC=CC=C1 (pyridine). The product is FC(C(=O)NC=1C=NC2=CC=CC=C2C1NCCCCCSC)(F)F (2,2,2-trifluoro-N-(4-{[5-(methylthio)pentyl]amino}quinolin-3-yl)acetamide). The yield is 153.8%. RXN SMILES: [F:1][C:2]([F:7])([F:6])[C:3](Cl)=[O:4].[CH3:8][S:9][CH2:10][CH2:11][CH2:12][CH2:13][CH2:14][NH:15][C:16]1[C:25]2[C:20](=[CH:21][CH:22]=[CH:23][CH:24]=2)[N:19]=[CH:18][C:17]=1[NH2:26]>C1(C)C=CC=CC=1.N1C=CC=CC=1>[F:1][C:2]([F:7])([F:6])[C:3]([NH:26][C:17]1[CH:18]=[N:19][C:20]2[C:25]([C:16]=1[NH:15][CH2:14][CH2:13][CH2:12][CH2:11][CH2:10][S:9][CH3:8])=[CH:24][CH:23]=[CH:22][CH:21]=2)=[O:4]. Procedure details: A cool solution of trifluoroacetyl chloride (3.5 g, 26.5 mmol) in toluene was slowly added to a solution of N4-[5-(methylthio)pentyl]quinoline-3,4-diamine (6 g, 23.1 mmol) in a mixture of toluene and pyridine. A heavy yellow precipitate formed. The reaction mixture was stirred over the weekend and then concentrated under reduced pressure to provide 13.2 g of crude 2,2,2-trifluoro-N-(4-{[5-(methylthio)pentyl]amino}quinolin-3-yl)acetamide. Reactants: COC(=O)C=1N=C(SC1)NC([C@H](CC1=CC=C(C=C1)[N+](=O)[O-])N1C(N[C@@H](C1=O)C1=CC=C(C=C1)OC)=O)=O (2-[(S)-2-[(R)-4-(4-methoxy-phenyl)-2,5-dioxo-imidazolidin-1-yl]-3-(4-nitro-phenyl)-propionylamino]-thiazole-4-carboxylic acid methyl ester), [Cl-].[NH4+] (ammonium chloride). The reagents and catalysts are [Zn] (zinc). The solvent is CO (methanol), O1CCCC1 (tetrahydrofuran), CN(C=O)C (N,N-dimethylformamide), O (water). Reaction conditions: time 15 minute. Yields the product COC(=O)C=1N=C(SC1)NC([C@H](CC1=CC=C(C=C1)N)N1C(N[C@@H](C1=O)C1=CC=C(C=C1)OC)=O)=O (2-{(S)-3-(4-amino-phenyl)-2-[(R)-4-(4-methoxy-phenyl)-2,5-dioxo-imidazolidin-1-yl]-propionylamino}-thiazole-4-carboxylic acid methyl ester). The yield is 22.0%. As a reaction SMILES: [CH3:1][O:2][C:3]([C:5]1[N:6]=[C:7]([NH:10][C:11](=[O:38])[C@@H:12]([N:23]2[C:27](=[O:28])[C@@H:26]([C:29]3[CH:34]=[CH:33][C:32]([O:35][CH3:36])=[CH:31][CH:30]=3)[NH:25][C:24]2=[O:37])[CH2:13][C:14]2[CH:19]=[CH:18][C:17]([N+:20]([O-])=O)=[CH:16][CH:15]=2)[S:8][CH:9]=1)=[O:4].[Cl-].[NH4+]>CO.O1CCCC1.CN(C)C=O.O.[Zn]>[CH3:1][O:2][C:3]([C:5]1[N:6]=[C:7]([NH:10][C:11](=[O:38])[C@@H:12]([N:23]2[C:27](=[O:28])[C@@H:26]([C:29]3[CH:30]=[CH:31][C:32]([O:35][CH3:36])=[CH:33][CH:34]=3)[NH:25][C:24]2=[O:37])[CH2:13][C:14]2[CH:15]=[CH:16][C:17]([NH2:20])=[CH:18][CH:19]=2)[S:8][CH:9]=1)=[O:4] |f:1.2|. Reported procedure: To a stirred solution of 2-[(S)-2-[(R)-4-(4-methoxy-phenyl)-2,5-dioxo-imidazolidin-1-yl]-3-(4-nitro-phenyl)-propionylamino]-thiazole-4-carboxylic acid methyl ester (0.32 g, 0.59 mmol) in methanol (125 mL), tetrahydrofuran (25 mL) and N,N-dimethylformamide (3 mL) was added a solution of ammonium chloride (0.63 g, 11.8 mmol) in water (3 mL) followed by zinc dust (<10 μM particle size) (0.388 g, 5.94 mmol). After 15 minutes the reaction mixture was filitered through a pad of Celite® and washed thro...